This data is from the Open Reaction Database (ORD), a public repository of structured organic reaction records. The task is: describe an organic reaction: reactants, conditions, products, and yield Reactants: OBO, Fc1ccccc1Cl, Cc1nc(C#Cc2ccnc(Cl)c2)c[nH]1. Yields the product Cc1nc(C#Cc2ccnc(Cl)c2)cn1-c1ccc(F)c(Cl)c1. Reaction SMILES: [BH:16]([OH:17])[OH:18].[Cl:19][c:20]1[cH:21][cH:22][cH:23][cH:24][c:25]1[F:26].[Cl:1][c:2]1[n:3][cH:4][cH:5][c:6]([C:8]#[C:9][c:10]2[n:11][c:12]([CH3:15])[nH:13][cH:14]2)[cH:7]1>>[Cl:1][c:2]1[n:3][cH:4][cH:5][c:6]([C:8]#[C:9][c:10]2[n:11][c:12]([CH3:15])[n:13](-[c:22]3[cH:21][c:20]([Cl:19])[c:25]([F:26])[cH:24][cH:23]3)[cH:14]2)[cH:7]1. Starting materials: C(C)S(=O)(=O)C1=CC=C(CNC(=O)C=2C=C3C(=NC2)[C@@H](N(C3)C(=O)OC(C)(C)C)C(C)C)C=C1 (tert-butyl(S)-3-((4-(ethylsulfonyl)benzyl)carbamoyl)-7-isopropyl-5,7-dihydro-6H-pyrrolo[3,4-b]pyridine-6-carboxylate), COC(C1=CC=C(C=C1)CN)=O (methyl4-(aminomethyl)benzoate). Conditions: time 2 minute. Product: C(C)(C)[C@@H]1N(CC=2C1=NC=C(C2)C(NCC2=CC=C(C=C2)C(=O)OC)=O)C(=O)OC(C)(C)C (Tert-butyl(S)-7-isopropyl-3-((4-(methoxycarbonyl)benzyl)carbamoyl)-5,7-dihydro-6H-pyrrolo[3,4-b]pyridine-6-carboxylate). As a reaction SMILES: C(S([C:6]1[CH:34]=[CH:33][C:9]([CH2:10][NH:11][C:12]([C:14]2[CH:15]=[C:16]3[CH2:22][N:21]([C:23]([O:25][C:26]([CH3:29])([CH3:28])[CH3:27])=[O:24])[C@@H:20]([CH:30]([CH3:32])[CH3:31])[C:17]3=[N:18][CH:19]=2)=[O:13])=[CH:8][CH:7]=1)(=O)=O)C.[CH3:35][O:36][C:37](=[O:46])C1C=CC(CN)=CC=1>>[CH:30]([C@H:20]1[C:17]2=[N:18][CH:19]=[C:14]([C:12](=[O:13])[NH:11][CH2:10][C:9]3[CH:33]=[CH:34][C:6]([C:37]([O:36][CH3:35])=[O:46])=[CH:7][CH:8]=3)[CH:15]=[C:16]2[CH2:22][N:21]1[C:23]([O:25][C:26]([CH3:29])([CH3:27])[CH3:28])=[O:24])([CH3:32])[CH3:31]. Procedure: Procedure same as that for tert-butyl(S)-3-((4-(ethylsulfonyl)benzyl)carbamoyl)-7-isopropyl-5,7-dihydro-6H-pyrrolo[3,4-b]pyridine-6-carboxylate, using methyl4-(aminomethyl)benzoate as a starting material. LC-MS tR=1.61 min in 2 min chromatography, MS (ESI) m/z 454. The reactants are BrC1=CC=C(OC2=CC=C(C(=O)C=CC(=O)O)C=C2)C=C1 (3-[4-(4-bromophenoxy)benzoyl]acrylic acid), CC1=CC=C(OC2=CC=C(C(=O)C=CC(=O)O)C=C2)C=C1 (3-[4-(4-methylphenoxy)benzoyl]acrylic acid). The product is BrC1=CC=C(OC2=CC=C(C(=O)C=CC(=O)OCC)C=C2)C=C1 (ethyl 3-[4-(4-bromophenoxy)benzoyl]acrylate). As a reaction SMILES: [Br:1][C:2]1[CH:21]=[CH:20][C:5]([O:6][C:7]2[CH:19]=[CH:18][C:10]([C:11]([CH:13]=[CH:14][C:15]([OH:17])=[O:16])=[O:12])=[CH:9][CH:8]=2)=[CH:4][CH:3]=1.[CH3:22][C:23]1C=CC(OC2C=CC(C(C=CC(O)=O)=O)=CC=2)=CC=1>>[Br:1][C:2]1[CH:3]=[CH:4][C:5]([O:6][C:7]2[CH:8]=[CH:9][C:10]([C:11]([CH:13]=[CH:14][C:15]([O:17][CH2:22][CH3:23])=[O:16])=[O:12])=[CH:18][CH:19]=2)=[CH:20][CH:21]=1. Reported procedure: The procedure in Example 17(1) was followed, except that 6.92 g 3-[4-(4-bromophenoxy)benzoyl]acrylic acid were used in place of 3-[4-(4-methylphenoxy)benzoyl]acrylic acid, to give 6.00 g of ethyl 3-[4-(4-bromophenoxy)benzoyl]acrylate in the form of an oil. Reactants: C(C)(C)(C)C1=CC(=NO1)NC(=O)[C@H]1NC[C@@H](C1)O ((2S,4R)-4-hydroxy-pyrrolidine-2-carboxylic acid (5-tert-butyl-isoxazol-3-yl)-amide), C(#N)[BH3-].[Na+] (sodium cyanoborohydride), Cl (hydrochloride), O1CCC(CC1)C=O (tetrahydro-pyran-4-carbaldehyde), C(C)(=O)O (acetic acid). Solvent: CN(C=O)C (N,N-dimethylformamide). Run at time 45 minute. Product: C(C)(C)(C)C1=CC(=NO1)NC(=O)[C@H]1N(C[C@@H](C1)O)CC1CCOCC1 ((2S,4R)-4-hydroxy-1-(tetrahydro-pyran-4-ylmethyl)-pyrrolidine-2-carboxylic acid (5-tert-butyl-isoxazol-3-yl)-amide). Reaction SMILES: [C:1]([C:5]1[O:9][N:8]=[C:7]([NH:10][C:11]([C@@H:13]2[CH2:17][C@@H:16]([OH:18])[CH2:15][NH:14]2)=[O:12])[CH:6]=1)([CH3:4])([CH3:3])[CH3:2].Cl.[O:20]1[CH2:25][CH2:24][CH:23]([CH:26]=O)[CH2:22][CH2:21]1.C(O)(=O)C.C([BH3-])#N.[Na+]>CN(C)C=O>[C:1]([C:5]1[O:9][N:8]=[C:7]([NH:10][C:11]([C@@H:13]2[CH2:17][C@@H:16]([OH:18])[CH2:15][N:14]2[CH2:26][CH:23]2[CH2:24][CH2:25][O:20][CH2:21][CH2:22]2)=[O:12])[CH:6]=1)([CH3:4])([CH3:2])[CH3:3] |f:4.5|. Procedure: To a solution of (2S,4R)-4-hydroxy-pyrrolidine-2-carboxylic acid (5-tert-butyl-isoxazol-3-yl)-amide; hydrochloride (100 mg, 0.338 mmol) in N,N-dimethylformamide (2 mL) is added tetrahydro-pyran-4-carbaldehyde (77 mg, 0.676 mmol) and acetic acid (0.073 mL, 1.28 mmol). The reaction is stirred at room temperature for 45 minutes before adding sodium cyanoborohydride (42.5 mg, 0.676 mmol). The reaction is stirred at room temperature overnight. The reaction is quenched with saturated sodium bicarbonat... The reactants are NC1=NC(=C(C(=N1)Cl)C#N)SC (2-amino-4-chloro-6-methylsulfanyl-pyrimidine-5-carbonitrile), FC1=C(C=CC=C1)B(O)O (o-fluorobenzeneboronic acid), C([O-])([O-])=O.[K+].[K+] (potassium carbonate). Reagents/catalysts: C1=CC=C(C=C1)P(C2=CC=CC=C2)C3=CC=CC=C3.C1=CC=C(C=C1)P(C2=CC=CC=C2)C3=CC=CC=C3.C1=CC=C(C=C1)P(C2=CC=CC=C2)C3=CC=CC=C3.C1=CC=C(C=C1)P(C2=CC=CC=C2)C3=CC=CC=C3.[Pd] (tetrakis(triphenylphosphine)palladium(O)). Solvent: C1(=CC=CC=C1)C (toluene). Yields the product NC1=NC(=C(C(=N1)C1=C(C=CC=C1)F)C#N)SC (2-Amino-4-(2-fluoro-phenyl)-6-methylsulfanyl-pyrimidine-5-carbonitrile). Reaction SMILES: [NH2:1][C:2]1[N:7]=[C:6](Cl)[C:5]([C:9]#[N:10])=[C:4]([S:11][CH3:12])[N:3]=1.[F:13][C:14]1[CH:19]=[CH:18][CH:17]=[CH:16][C:15]=1B(O)O.C(=O)([O-])[O-].[K+].[K+]>C1(C)C=CC=CC=1.C1C=CC(P(C2C=CC=CC=2)C2C=CC=CC=2)=CC=1.C1C=CC(P(C2C=CC=CC=2)C2C=CC=CC=2)=CC=1.C1C=CC(P(C2C=CC=CC=2)C2C=CC=CC=2)=CC=1.C1C=CC(P(C2C=CC=CC=2)C2C=CC=CC=2)=CC=1.[Pd]>[NH2:1][C:2]1[N:7]=[C:6]([C:15]2[CH:16]=[CH:17][CH:18]=[CH:19][C:14]=2[F:13])[C:5]([C:9]#[N:10])=[C:4]([S:11][CH3:12])[N:3]=1 |f:2.3.4,6.7.8.9.10|. Procedure details: From 2-amino-4-chloro-6-methylsulfanyl-pyrimidine-5-carbonitrile, o-fluorobenzeneboronic acid, tetrakis(triphenylphosphine)palladium(O) and potassium carbonate in toluene. ES-MS m/e (%): 261 (M+H+, 100). Starting materials: S(=O)(=O)(O[O-])[O-].[K+].[K+] (potassium peroxymonosulfate), O (water), ClC1=CC=C(C=C1)C=1NC(=C(C1C#N)SC1=CC(=C(C=C1)Cl)Cl)C(F)(F)F (2-(p-chlorophenyl)-4-[(3,4-dichlorophenyl)thio]-5-(trifluoromethyl)pyrrole-3-carbonitrile), S(=O)(=O)(O[O-])[O-].[K+].[K+] (potassium peroxymonosulfate), O (water). The solvent is CO (methanol), CO (methanol). Conditions: temperature 25 celsius, time 24 hour. Yields the product ClC1=CC=C(C=C1)C=1NC(=C(C1C#N)S(=O)(=O)C1=CC(=C(C=C1)Cl)Cl)C(F)(F)F (2-(p-Chlorophenyl)-4-[(3,4-dichlorophenyl)sulfonyl]-5-(trifluoromethyl)pyrrole-3-carbonitrile), solid. RXN SMILES: [Cl:1][C:2]1[CH:7]=[CH:6][C:5]([C:8]2[NH:9][C:10]([C:24]([F:27])([F:26])[F:25])=[C:11]([S:15][C:16]3[CH:21]=[CH:20][C:19]([Cl:22])=[C:18]([Cl:23])[CH:17]=3)[C:12]=2[C:13]#[N:14])=[CH:4][CH:3]=1.S([O-])(O[O-])(=O)=[O:29].[K+].[K+].[OH2:36]>CO>[Cl:1][C:2]1[CH:7]=[CH:6][C:5]([C:8]2[NH:9][C:10]([C:24]([F:26])([F:27])[F:25])=[C:11]([S:15]([C:16]3[CH:21]=[CH:20][C:19]([Cl:22])=[C:18]([Cl:23])[CH:17]=3)(=[O:29])=[O:36])[C:12]=2[C:13]#[N:14])=[CH:4][CH:3]=1 |f:1.2.3|. Reported procedure: A solution of 2-(p-chlorophenyl)-4-[(3,4-dichlorophenyl)thio]-5-(trifluoromethyl)pyrrole-3-carbonitrile (1.0 g, 2.2 mmol) in methanol is treated with a solution of potassium peroxymonosulfate (2.95 g) in water (7.4 mL), stirred at 25° C. for 24 hours, diluted with additional methanol, treated with a solution of potassium peroxymonosulfate (2.7 g) in water (7.6 mL), stirred at 25° C. for 24 hours, and filtered to obtain a solid which is washed with water and dried to give the title product a whit... Reported procedure: The desired compound was prepared according to the procedure of Example A9, step H using (3R)—N-[6-chloro-2,4,8,22-tetraazatetracyclo[14.3.1.1(3,7).1(9,13)]docosa-1(20),3(22),4,6,9(21),10,12,16,18-nonaen-12-yl]pyrrolidine-3-carboxamide bis(trifluoroacetate) and isocyanatocyclopentane as starting materials in 43% yield. LCMS for C29H33ClN7O2 (M+H)+: m/z=546.2. Product: FC(C(=O)O)(F)F.ClC=1C=NC=2NC=3C=CC=C(CCC4=C(C=CC(NC1N2)=C4)NC(=O)[C@H]4CN(CC4)C(=O)NC4CCCC4)C3 ((3R)—N(3)-[6-Chloro-2,4,8,22-tetraazatetracyclo[14.3.1.1(3,7).1(9,13)]docosa-1(20),3(22),4,6,9(21),10,12,16,18-nonaen-12-yl]-N(1)-cyclopentylpyrrolidine-1,3-dicarboxamide trifluoroacetate). Starting materials: FC(C(=O)O)(F)F.FC(C(=O)O)(F)F.ClC=1C=NC=2NC=3C=CC=C(CCC4=C(C=CC(NC1N2)=C4)NC(=O)[C@H]4CNCC4)C3 ((3R)—N-[6-chloro-2,4,8,22-tetraazatetracyclo[14.3.1.1(3,7).1(9,13)]docosa-1(20),3(22),4,6,9(21),10,12,16,18-nonaen-12-yl]pyrrolidine-3-carboxamide bis(trifluoroacetate)), N(=C=O)C1CCCC1 (isocyanatocyclopentane). RXN SMILES: [F:1][C:2]([F:7])([F:6])[C:3]([OH:5])=[O:4].FC(F)(F)C(O)=O.[Cl:15][C:16]1[CH:17]=[N:18][C:19]2[NH:20][C:21]3[CH:22]=[CH:23][CH:24]=[C:25]([CH:45]=3)[CH2:26][CH2:27][C:28]3[CH:36]=[C:32]([NH:33][C:34]=1[N:35]=2)[CH:31]=[CH:30][C:29]=3[NH:37][C:38]([C@@H:40]1[CH2:44][CH2:43][NH:42][CH2:41]1)=[O:39].[N:46]([CH:49]1[CH2:53][CH2:52][CH2:51][CH2:50]1)=[C:47]=[O:48]>>[F:1][C:2]([F:7])([F:6])[C:3]([OH:5])=[O:4].[Cl:15][C:16]1[CH:17]=[N:18][C:19]2[NH:20][C:21]3[CH:22]=[CH:23][CH:24]=[C:25]([CH:45]=3)[CH2:26][CH2:27][C:28]3[CH:36]=[C:32]([NH:33][C:34]=1[N:35]=2)[CH:31]=[CH:30][C:29]=3[NH:37][C:38]([C@@H:40]1[CH2:44][CH2:43][N:42]([C:47]([NH:46][CH:49]2[CH2:53][CH2:52][CH2:51][CH2:50]2)=[O:48])[CH2:41]1)=[O:39] |f:0.1.2,4.5|. The yield is 43.0%. Starting materials: C([O-])([O-])=O.[K+].[K+] (potassium carbonate), B1(OB(OB(O1)C=C)C=C)C=C.C1=CC=NC=C1 (2,4,6-trivinylcyclotriboroxane pyridine complex), ClC1=C(C=C(C=C1)NC(=O)C1=C(C(=NN1C)C(C(F)(F)F)(F)F)I)C(NC1CC1)=O (N-[4-chloro-3-(cyclopropylcarbamoyl)phenyl]-1-methyl-3-(pentafluoroethyl)-4-iodo-1H-pyrazole-5-carboxamide). Reagents/catalysts: C=1C=CC(=CC1)[P](C=2C=CC=CC2)(C=3C=CC=CC3)[Pd]([P](C=4C=CC=CC4)(C=5C=CC=CC5)C=6C=CC=CC6)([P](C=7C=CC=CC7)(C=8C=CC=CC8)C=9C=CC=CC9)[P](C=1C=CC=CC1)(C=1C=CC=CC1)C=1C=CC=CC1 (tetrakis(triphenylphosphine)palladium). Run in O (water), C(OC)COC (dimethoxyethane). Yields the product ClC1=C(C=C(C=C1)NC(=O)C1=C(C(=NN1C)C(C(F)(F)F)(F)F)C=C)C(NC1CC1)=O (N-[4-Chloro-3-(cyclopropylcarbamoyl)phenyl]-1-methyl-3-(pentafluoroethyl)-4-ethenyl-1H-pyrazol-5-carboxamide). RXN SMILES: C(=O)([O-])[O-].[K+].[K+].B1(C=C)OB([CH:13]=[CH2:14])OB(C=C)O1.C1C=CN=CC=1.[Cl:25][C:26]1[CH:31]=[CH:30][C:29]([NH:32][C:33]([C:35]2[N:39]([CH3:40])[N:38]=[C:37]([C:41]([F:47])([F:46])[C:42]([F:45])([F:44])[F:43])[C:36]=2I)=[O:34])=[CH:28][C:27]=1[C:49](=[O:54])[NH:50][CH:51]1[CH2:53][CH2:52]1>O.C(COC)OC.C1C=CC([P]([Pd]([P](C2C=CC=CC=2)(C2C=CC=CC=2)C2C=CC=CC=2)([P](C2C=CC=CC=2)(C2C=CC=CC=2)C2C=CC=CC=2)[P](C2C=CC=CC=2)(C2C=CC=CC=2)C2C=CC=CC=2)(C2C=CC=CC=2)C2C=CC=CC=2)=CC=1>[Cl:25][C:26]1[CH:31]=[CH:30][C:29]([NH:32][C:33]([C:35]2[N:39]([CH3:40])[N:38]=[C:37]([C:41]([F:47])([F:46])[C:42]([F:45])([F:44])[F:43])[C:36]=2[CH:13]=[CH2:14])=[O:34])=[CH:28][C:27]=1[C:49](=[O:54])[NH:50][CH:51]1[CH2:53][CH2:52]1 |f:0.1.2,3.4,^1:65,67,86,105|. Procedure: In succession, 18.5 mg (0.016 mmol) of tetrakis(triphenylphosphine)palladium, 0.044 g (0.320 mmol) of potassium carbonate in 1 ml of water, and 0.077 g (320 μmol of 2,4,6-trivinylcyclotriboroxane pyridine complex are added to a solution of 180 mg (0.32 mmol) of N-[4-chloro-3-(cyclopropylcarbamoyl)phenyl]-1-methyl-3-(pentafluoroethyl)-4-iodo-1H-pyrazole-5-carboxamide from Example Ik-4 in 3 ml of dimethoxyethane, and the reaction mixture is heated under reflux for 20 hours. The solvent is complete... Starting materials: O=C([O-])[O-], C1COCCN1, CC(C)=O, [K+], [K+], O=[N+]([O-])c1ccc(CBr)cc1. The product is O=[N+]([O-])c1ccc(CN2CCOCC2)cc1. Reaction SMILES: [C:18](=[O:19])([O-:20])[O-:21].[CH2:12]1[CH2:13][O:14][CH2:15][CH2:16][NH:17]1.[CH3:24][C:25](=[O:26])[CH3:27].[K+:22].[K+:23].[N+:1](=[O:2])([O-:3])[c:4]1[cH:5][cH:6][c:7]([CH2:8][Br:9])[cH:10][cH:11]1>>[N+:1](=[O:2])([O-:3])[c:4]1[cH:5][cH:6][c:7]([CH2:8][N:17]2[CH2:12][CH2:13][O:14][CH2:15][CH2:16]2)[cH:10][cH:11]1. Starting materials: COC(=O)N1CC[C@@H]2[C@](CCC[C@H]12)(C#CC=1C=C(C=CC1)C)O ((3aS,4R,7aS)-4-hydroxy-4-m-tolylethynyl-octahydro-indole-1-carboxylic acid methyl ester), COC=1C=C(C=CC1OC)CC(=O)O ((3,4-dimethoxy-phenyl)-acetic acid). Product: COC=1C=C(C=CC1OC)CC(=O)O[C@@]1([C@@H]2CCN([C@@H]2CCC1)C(=O)OC)C#CC=1C=C(C=CC1)C ((3aR,4S,7aR)-methyl 4-(2-(3,4-dimethoxyphenyl)acetoxy)-4-(m-tolylethynyl)octahydro-1H-indole-1-carboxylate). As a reaction SMILES: [CH3:1][O:2][C:3]([N:5]1[C@@H:13]2[C@@H:8]([C@@:9]([OH:23])([C:14]#[C:15][C:16]3[CH:17]=[C:18]([CH3:22])[CH:19]=[CH:20][CH:21]=3)[CH2:10][CH2:11][CH2:12]2)[CH2:7][CH2:6]1)=[O:4].[CH3:24][O:25][C:26]1[CH:27]=[C:28]([CH2:34][C:35](O)=[O:36])[CH:29]=[CH:30][C:31]=1[O:32][CH3:33]>>[CH3:24][O:25][C:26]1[CH:27]=[C:28]([CH2:34][C:35]([O:23][C@@:9]2([C:14]#[C:15][C:16]3[CH:17]=[C:18]([CH3:22])[CH:19]=[CH:20][CH:21]=3)[CH2:10][CH2:11][CH2:12][C@@H:13]3[C@H:8]2[CH2:7][CH2:6][N:5]3[C:3]([O:2][CH3:1])=[O:4])=[O:36])[CH:29]=[CH:30][C:31]=1[O:32][CH3:33]. Reported procedure: Synthesis in analogy to the General Method 1 starting from (3aS,4R,7aS)-4-hydroxy-4-m-tolylethynyl-octahydro-indole-1-carboxylic acid methyl ester and (3,4-dimethoxy-phenyl)-acetic acid to yield (3aR,4S,7aR)-methyl 4-(2-(3,4-dimethoxyphenyl)acetoxy)-4-(m-tolylethynyl)octahydro-1H-indole-1-carboxylate. MS [M+H] 296 (ester elimination ion); RT=7.486 min LCMS Method III